This data is from the Open Reaction Database (ORD), a public repository of structured organic reaction records. The task is: describe an organic reaction: reactants, conditions, products, and yield Starting materials: BrB(Br)Br, COc1ccc2nc(NC3CCCCC3O)sc2c1Br, O=C([O-])O, ClCCl, [Na+]. Yields the product Oc1ccc2nc(NC3CCCCC3O)sc2c1Br. RXN SMILES: [B:21]([Br:22])([Br:23])[Br:24].[Br:1][c:2]1[c:3]([O:19][CH3:20])[cH:4][cH:5][c:6]2[n:7][c:8]([NH:11][CH:12]3[CH:13]([OH:18])[CH2:14][CH2:15][CH2:16][CH2:17]3)[s:9][c:10]12.[C:28](=[O:29])([OH:30])[O-:31].[Cl:25][CH2:26][Cl:27].[Na+:32]>>[Br:1][c:2]1[c:3]([OH:19])[cH:4][cH:5][c:6]2[n:7][c:8]([NH:11][CH:12]3[CH:13]([OH:18])[CH2:14][CH2:15][CH2:16][CH2:17]3)[s:9][c:10]12. Reactants: COC1=CC=C(C=C1)C=1NC=C(N1)C (2-(p-methoxyphenyl)-4-methylimidazole), Cl (HCl), KClO3. Run in O (H2O), O (H2O). Conditions: time 8 hour. Yields the product ClC1=C(N=C(N1)C1=CC=C(C=C1)OC)C (5-Chloro-2-(p-methoxyphenyl)-4-methylimidazole). The yield is 17.0%. RXN SMILES: [CH3:1][O:2][C:3]1[CH:8]=[CH:7][C:6]([C:9]2[NH:10][CH:11]=[C:12]([CH3:14])[N:13]=2)=[CH:5][CH:4]=1.[ClH:15]>O>[Cl:15][C:11]1[NH:10][C:9]([C:6]2[CH:5]=[CH:4][C:3]([O:2][CH3:1])=[CH:8][CH:7]=2)=[N:13][C:12]=1[CH3:14]. Reported procedure: A suspension of 2-(p-methoxyphenyl)-4-methylimidazole, (4.5 g, 0.024 mole) in concentrated HCl (96 ml)--H2O (34 ml) was stirred vigorously while a solution of KClO3 (1 g) in H2O (50 ml) was added dropwise over 11/4 hour. The precipitated hydrochloride salt was collected and suspended in H2O (200 ml), saturated Na2CO3 solution (50 ml). After an overnight period of stirring, the solid was collected, chromatographed on silica gel, the product eluted with 5% CH3OH--CHCl3 and crystallized from 50% CH... The reactants are N[C@@H](CC1=CC=CC=C1)C(=O)O (L-phenylalanine), SCC(C(=O)C1(C[C@H](N)C(=O)O)CC=CC=C1)CS (1-[2-(mercaptomethyl)-3-mercaptopropanoyl]-L-phenylalanine), N1[C@H](C(=O)O)CCC1 (L-proline), N[C@@H](CC1=CC=CC=C1)C(=O)O (L-phenylalanine). The product is SCC(C(=O)N[C@@H](CC1=CC=CC=C1)C(=O)O)CS (N-[2-(Mercaptomethyl)-3-mercaptopropanoyl]-L-phenylalanine). RXN SMILES: [NH2:1][C@H:2]([C:10]([OH:12])=[O:11])[CH2:3][C:4]1[CH:9]=[CH:8][CH:7]=[CH:6][CH:5]=1.N1CCC[C@H]1C(O)=O.[SH:21][CH2:22][CH:23]([CH2:38][SH:39])[C:24](C1(C=CC=CC1)C[C@@H](C(O)=O)N)=[O:25]>>[SH:21][CH2:22][CH:23]([CH2:38][SH:39])[C:24]([NH:1][C@H:2]([C:10]([OH:12])=[O:11])[CH2:3][C:4]1[CH:9]=[CH:8][CH:7]=[CH:6][CH:5]=1)=[O:25]. Procedure details: By substituting L-phenylalanine for the L-proline in the procedure of Example 3B, and then submitting the product to the procedure of Example 4, 1-[2-acetylthiomethyl)-3-acetylthiopropanoyl]-L-phenylalanine and 1-[2-(mercaptomethyl)-3-mercaptopropanoyl]-L-phenylalanine are obtained. RXN SMILES: [F:1][C:2]1[CH:8]=[CH:7][C:5]([NH2:6])=[CH:4][C:3]=1[C:9]1[CH:13]=[CH:12][O:11][CH:10]=1.[Cl:14][C:15]1[CH:20]=[CH:19][C:18]([NH:21][C:22](=[O:29])[CH2:23][O:24][CH2:25][C:26](O)=[O:27])=[C:17]([C:30]([O:32]C)=[O:31])[CH:16]=1>>[Cl:14][C:15]1[CH:20]=[CH:19][C:18]([NH:21][C:22](=[O:29])[CH2:23][O:24][CH2:25][C:26]([NH:6][C:5]2[CH:7]=[CH:8][C:2]([F:1])=[C:3]([C:9]3[CH:13]=[CH:12][O:11][CH:10]=3)[CH:4]=2)=[O:27])=[C:17]([CH:16]=1)[C:30]([OH:32])=[O:31]. The product is ClC=1C=CC(=C(C(=O)O)C1)NC(COCC(=O)NC1=CC(=C(C=C1)F)C1=COC=C1)=O (5-chloro-2-([(2-([4-fluoro-3-(furan-3-yl)phenyl]amino)-2-oxoethoxy)acetyl]amino)benzoic acid). Reactants: FC1=C(C=C(N)C=C1)C1=COC=C1 (4-fluoro-3-(furan-3-yl)aniline), ClC1=CC(=C(C=C1)NC(COCC(=O)O)=O)C(=O)OC ((2-([4-chloro-2-(methoxycarbonyl)phenyl]amino)-2-oxoethoxy)acetic acid). Procedure details: Using the same method as in Example 15-(i), 4-fluoro-3-(furan-3-yl)aniline was reacted with the (2-([4-chloro-2-(methoxycarbonyl)phenyl]amino)-2-oxoethoxy)acetic acid obtained in Example 1-(i) to give 5-chloro-2-([(2-([4-fluoro-3-(furan-3-yl)phenyl]amino)-2-oxoethoxy)acetyl]amino)benzoic acid.methyl ester (yield: 52%).